From a dataset of the Open Reaction Database (ORD), a public repository of structured organic reaction records. describe an organic reaction: reactants, conditions, products, and yield Starting materials: C1(=CC=CC=C1)S(=O)(=O)C1(CC1)CC1OC1 (2-(1-benzenesulphonylcyclopropylmethyl)oxirane), C([O-])([O-])=O.[K+].[K+] (potassium carbonate), CC=1CNCCC1C (3,4-dimethyl-1,2,5,6-tetrahydropyridine). The solvent is C(C)#N (acetonitrile). Yields the product C1(=CC=CC=C1)S(=O)(=O)C1(CC1)CC(CN1CCC(=C(C1)C)C)O (1-(1-Benzenesulphonylcyclopropyl)-3-(4,5-dimethyl-3,6-dihydro-2H-pyridin-1-yl)propan-2-ol). Reaction SMILES: [C:1]1([S:7]([C:10]2([CH2:13][CH:14]3[CH2:16][O:15]3)[CH2:12][CH2:11]2)(=[O:9])=[O:8])[CH:6]=[CH:5][CH:4]=[CH:3][CH:2]=1.C(=O)([O-])[O-].[K+].[K+].[CH3:23][C:24]1[CH2:25][NH:26][CH2:27][CH2:28][C:29]=1[CH3:30]>C(#N)C>[C:1]1([S:7]([C:10]2([CH2:13][CH:14]([OH:15])[CH2:16][N:26]3[CH2:25][C:24]([CH3:23])=[C:29]([CH3:30])[CH2:28][CH2:27]3)[CH2:12][CH2:11]2)(=[O:9])=[O:8])[CH:6]=[CH:5][CH:4]=[CH:3][CH:2]=1 |f:1.2.3|. Reported procedure: Crude 2-(1-benzenesulphonylcyclopropylmethyl)oxirane (500 mg, 2.1 mmol), potassium carbonate (580 mg, 4.2 mmol) and 3,4-dimethyl-1,2,5,6-tetrahydropyridine (470 mg, 4.2 mmol) in acetonitrile (3 ml) were heated at 60° C. for 18 hours. The mixture was purified by preparative thin layer chromatography, eluting with 5% methanol/dichloromethane, to give the title compound. Reactants: CC(C)(C)OC(=O)N1CCCC(CNc2cc(Nc3cnc(C#N)cn3)ncc2-n2ccc(C(=O)O)c2)C1, CC(C)(C)[Si](C)(C)OCCN, CCN(C(C)C)C(C)C, CCN=C=NCCCN(C)C, CN(C)C=O, O, On1nnc2ccccc21. Yields the product CC(C)(C)OC(=O)N1CCCC(CNc2cc(Nc3cnc(C#N)cn3)ncc2-n2ccc(C(=O)NCCO[Si](C)(C)C(C)(C)C)c2)C1. Reaction SMILES: [C:1]([CH3:2])([CH3:3])([CH3:4])[O:5][C:6](=[O:7])[N:8]1[CH2:9][CH:10]([CH2:14][NH:15][c:16]2[c:17](-[n:31]3[cH:32][c:33]([C:36](=[O:37])[OH:38])[cH:34][cH:35]3)[cH:18][n:19][c:20]([NH:22][c:23]3[n:24][cH:25][c:26]([C:29]#[N:30])[n:27][cH:28]3)[cH:21]2)[CH2:11][CH2:12][CH2:13]1.[C:39]([CH3:40])([CH3:41])([CH3:42])[Si:43]([O:44][CH2:45][CH2:46][NH2:47])([CH3:48])[CH3:49].[CH2:50]([N:51]([CH:52]([CH3:53])[CH3:54])[CH:55]([CH3:56])[CH3:57])[CH3:58].[CH3:70][N:71]([CH3:72])[CH2:73][CH2:74][CH2:75][N:76]=[C:77]=[N:78][CH2:79][CH3:80].[O:81]=[CH:82][N:83]([CH3:84])[CH3:85].[OH2:59].[OH:60][n:61]1[c:62]2[cH:63][cH:64][cH:65][cH:66][c:67]2[n:68][n:69]1>>[C:1]([CH3:2])([CH3:3])([CH3:4])[O:5][C:6](=[O:7])[N:8]1[CH2:9][CH:10]([CH2:14][NH:15][c:16]2[c:17](-[n:31]3[cH:32][c:33]([C:36](=[O:38])[NH:47][CH2:46][CH2:45][O:44][Si:43]([C:39]([CH3:40])([CH3:41])[CH3:42])([CH3:48])[CH3:49])[cH:34][cH:35]3)[cH:18][n:19][c:20]([NH:22][c:23]3[n:24][cH:25][c:26]([C:29]#[N:30])[n:27][cH:28]3)[cH:21]2)[CH2:11][CH2:12][CH2:13]1. Starting materials: ClCCCN1C(CCCC1)=O (1-chloro-3-[2-oxopiperidin-1-yl]propane), FC1=CC=C(C=C1)N1CCNCC1 (1-(4-fluorophenyl)piperazine), C(=O)([O-])[O-].[Na+].[Na+] (Na2CO3), N[C@@H](CC1=CC=C2C=CC=CC2=C1)C(=O)O (Nal). Run in CN(C)C=O (DMF). Run at time 14 hour. Yields the product FC1=CC=C(C=C1)N1CCN(CC1)CCCN1C(CCCC1)=O (1-[4-(4-fluorophenyl)piperazin-1-yl]-3-[2-oxopiperidin-1-yl]propane). RXN SMILES: Cl[CH2:2][CH2:3][CH2:4][N:5]1[CH2:10][CH2:9][CH2:8][CH2:7][C:6]1=[O:11].[F:12][C:13]1[CH:18]=[CH:17][C:16]([N:19]2[CH2:24][CH2:23][NH:22][CH2:21][CH2:20]2)=[CH:15][CH:14]=1.C([O-])([O-])=O.[Na+].[Na+].N[C@H](C(O)=O)CC1C=C2C(C=CC=C2)=CC=1>CN(C=O)C>[F:12][C:13]1[CH:14]=[CH:15][C:16]([N:19]2[CH2:24][CH2:23][N:22]([CH2:2][CH2:3][CH2:4][N:5]3[CH2:10][CH2:9][CH2:8][CH2:7][C:6]3=[O:11])[CH2:21][CH2:20]2)=[CH:17][CH:18]=1 |f:2.3.4|. Procedure: A mixture of 1-chloro-3-[2-oxopiperidin-1-yl]propane (2.1 g, 12 mmol), 1-(4-fluorophenyl)piperazine (2.16 g, 12 mmol), anhydrous Na2CO3 (0.618 g, 6.2 mmol) and Nal (0.18 g, 1.2 mmol) in dry DMF (10 ml) was stirred at 800 .English Pound. for 14 hrs. The reaction mixture was cooled, poured on water (30 ml) and the separated residue was extracted with CHCl3 (2×35 ml). The extracts were dried over Na2SO4 and concentrated under reduced pressure to give 1-[4-(4-fluorophenyl)piperazin-1-yl]-3-[2-oxopip... As a reaction SMILES: [NH2:1][C:2]1[CH:15]=[CH:14][C:13]([N+:16]([O-:18])=[O:17])=[CH:12][C:3]=1[C:4]([C:6]1[CH:11]=[CH:10][CH:9]=[CH:8][CH:7]=1)=O.NS(O)(=O)=O.[C:24]([O:30][CH3:31])(=[O:29])[CH2:25][C:26]([CH3:28])=O>CCOC(C)=O>[CH3:28][C:26]1[C:25]([C:24]([O:30][CH3:31])=[O:29])=[C:4]([C:6]2[CH:11]=[CH:10][CH:9]=[CH:8][CH:7]=2)[C:3]2[C:2](=[CH:15][CH:14]=[C:13]([N+:16]([O-:18])=[O:17])[CH:12]=2)[N:1]=1. Procedure: A mixture of 2-amino-5-nitrobenzophenone (1 g, 4.1 mmol), H2NSO3H (0.04 g, 041 mmol) and methyl acetoacetate (1.11 ml, 10.3 mmol) was stirred overnight at 120° C. under N2, than cooled to room temperature, diluted to 100 ml with EtOAc and washed with H2O. The organic phase was dried over anhydrous MgSO4, filtered and filtrate evaporated to dryness under reduced pressure. The residue was purified by crystallization from EtOH to give pure product as a creamy solid (1.05 g, 80%). 1H NMR (300 MHz, C... Starting materials: NC1=C(C(=O)C2=CC=CC=C2)C=C(C=C1)[N+](=O)[O-] (2-amino-5-nitrobenzophenone), NS(=O)(=O)O (H2NSO3H), C(CC(=O)C)(=O)OC (methyl acetoacetate). The solvent is CCOC(=O)C (EtOAc). Isolated yield 79.5%. Product: CC1=NC2=CC=C(C=C2C(=C1C(=O)OC)C1=CC=CC=C1)[N+](=O)[O-] (Methyl 2-methyl-6-nitro-4-phenylquinoline-3-carboxylate). Conditions: temperature 120 celsius, time 8 hour. The reactants are CC1=C(C(=O)O)C=CC=C1 (2-methylbenzoic acid), ClC1=CC=C(C=C1)C(CN)N1CCOCC1 (2-(4-chloro-phenyl)-2-morpholin-4-yl-ethylamine). The product is ClC1=CC=C(C=C1)C(CNC(C1=C(C=CC=C1)C)=O)N1CCOCC1 (N-[2-(4-Chloro-phenyl)-2-morpholin-4-yl-ethyl]-2-methyl-benzamide). Reaction SMILES: [CH3:1][C:2]1[CH:10]=[CH:9][CH:8]=[CH:7][C:3]=1[C:4]([OH:6])=O.[Cl:11][C:12]1[CH:17]=[CH:16][C:15]([CH:18]([N:21]2[CH2:26][CH2:25][O:24][CH2:23][CH2:22]2)[CH2:19][NH2:20])=[CH:14][CH:13]=1>>[Cl:11][C:12]1[CH:17]=[CH:16][C:15]([CH:18]([N:21]2[CH2:22][CH2:23][O:24][CH2:25][CH2:26]2)[CH2:19][NH:20][C:4](=[O:6])[C:3]2[CH:7]=[CH:8][CH:9]=[CH:10][C:2]=2[CH3:1])=[CH:14][CH:13]=1. Procedure: From 2-methylbenzoic acid and 2-(4-chloro-phenyl)-2-morpholin-4-yl-ethylamine. The reactants are CSC(=C[N+](=O)[O-])SC (1,1-bis-(methylthio)-2-nitroethylene), aqueous solution, CNC (dimethylamine). Run in CCO (EtOH). Yields the product CN(C(=C[N+](=O)[O-])SC)C (1-dimethylamino-1-methylthio-2-nitroethylene). Reaction SMILES: [CH3:1][S:2][C:3](SC)=[CH:4][N+:5]([O-:7])=[O:6].[CH3:10][NH:11][CH3:12]>CCO>[CH3:10][N:11]([CH3:12])[C:3]([S:2][CH3:1])=[CH:4][N+:5]([O-:7])=[O:6]. Procedure: In 50 ml of EtOH was dissolved 3.3 g of 1,1-bis-(methylthio)-2-nitroethylene and 2.2 ml of a 40% aqueous solution of dimethylamine was added dropwise in 2 portions at 30-minute intervals under refluxing. After completion of dropwise addition, the mixture was further refluxed for 30 minutes. Then, the EtOH was distilled off and the residue was subjected to silica gel column chromatography using CHCl3 --MeOH (20:1) as an eluent. The procedure gave 1.0 g of 1-dimethylamino-1-methylthio-2-nitroethyl...